This data is from the Open Reaction Database (ORD), a public repository of structured organic reaction records. The task is: describe an organic reaction: reactants, conditions, products, and yield Reactants: NCc1ccc(Br)cn1, COCCCC(=O)Cl, CCOC(C)=O, [Na+], [Na+], O=C([O-])[O-]. The product is COCCCC(=O)NCc1ccc(Br)cn1. RXN SMILES: [Br:1][c:2]1[cH:3][cH:4][c:5]([CH2:8][NH2:9])[n:6][cH:7]1.[CH3:16][O:17][CH2:18][CH2:19][CH2:20][C:21](=[O:22])[Cl:23].[CH3:24][CH2:25][O:26][C:27](=[O:28])[CH3:29].[Na+:10].[Na+:11].[O-:12][C:13](=[O:14])[O-:15]>>[Br:1][c:2]1[cH:3][cH:4][c:5]([CH2:8][NH:9][C:21]([CH2:20][CH2:19][CH2:18][O:17][CH3:16])=[O:22])[n:6][cH:7]1. Starting materials: C(C=C)C1(CCOC2(CCCC2)C1)N1N=CC=C1 (1-[9-(prop-2-en-1-yl)-6-oxaspiro[4.5]decan-9-yl]-1H-pyrazole), O=[O+][O-] (O3), C1=CC=C(C=C1)P(C2=CC=CC=C2)C3=CC=CC=C3 (PPh3). The solvent is C(Cl)Cl (DCM). Run at time 4 hour. Product: N1(N=CC=C1)C1(CCOC2(CCCC2)C1)CC=O (2-[9-(1H-pyrazol-1-yl)-6-oxaspiro[4.5]decan-9-yl]acetaldehyde). The yield is 23.0%. As a reaction SMILES: [CH2:1]([C:4]1([N:14]2[CH:18]=[CH:17][CH:16]=[N:15]2)[CH2:13][C:8]2([CH2:12][CH2:11][CH2:10][CH2:9]2)[O:7][CH2:6][CH2:5]1)[CH:2]=C.[O:19]=[O+][O-].C1C=CC(P(C2C=CC=CC=2)C2C=CC=CC=2)=CC=1>C(Cl)Cl>[N:14]1([C:4]2([CH2:1][CH:2]=[O:19])[CH2:13][C:8]3([CH2:12][CH2:11][CH2:10][CH2:9]3)[O:7][CH2:6][CH2:5]2)[CH:18]=[CH:17][CH:16]=[N:15]1. Procedure: To a solution of 1-[9-(prop-2-en-1-yl)-6-oxaspiro[4.5]decan-9-yl]-1H-pyrazole (80 mg, 0.32 mmol) in DCM (5 mL) at −78° C. was bubbled with O3 until the solution turned blue. The resulting solution was bubbled with N2 for 5 min. To it was added PPh3 (168 mg, 0.64 mmol). And the solution was stirred for 4 h at rt. After removal of the solvent, the residue was purified by flash column chromatography to give 2-[9-(1H-pyrazol-1-yl)-6-oxaspiro[4.5]decan-9-yl]acetaldehyde (15 mg, 23% yield). LCMS m/z 2... Reactants: BrC1=CC(=C(C(=C1)C)C1C(CC(C1=O)=CC1CCOCC1)=O)C (2-(4-bromo-2,6-dimethylphenyl)-4-[1-(tetrahydropyran-4-yl)-methylidene]-cyclopentane-1,3-dione), [H][H] (hydrogen). The reagents and catalysts are [Pd] (palladium on carbon). Solvent: CO (methanol). The product is CC1=C(C(=CC=C1)C)C1C(CC(C1=O)CC1CCOCC1)=O (2-(2,6-dimethylphenyl)-4-(tetrahydropyran-4-ylmethyl)cyclopentane-1,3-dione). Yield: 49.9%. As a reaction SMILES: Br[C:2]1[CH:7]=[C:6]([CH3:8])[C:5]([CH:9]2[C:13](=[O:14])[C:12](=[CH:15][CH:16]3[CH2:21][CH2:20][O:19][CH2:18][CH2:17]3)[CH2:11][C:10]2=[O:22])=[C:4]([CH3:23])[CH:3]=1.[H][H]>CO.[Pd]>[CH3:23][C:4]1[CH:3]=[CH:2][CH:7]=[C:6]([CH3:8])[C:5]=1[CH:9]1[C:13](=[O:14])[CH:12]([CH2:15][CH:16]2[CH2:21][CH2:20][O:19][CH2:18][CH2:17]2)[CH2:11][C:10]1=[O:22]. Procedure: To a solution of 2-(4-bromo-2,6-dimethylphenyl)-4-[1-(tetrahydropyran-4-yl)-methylidene]-cyclopentane-1,3-dione (0.3 g, 0.8 mmol) in methanol (5 ml) is added 10% palladium on carbon (0.06 g), followed by stirring under a 1 bar hydrogen atmosphere for 8 hours. The reaction mixture is then filtered through diatomaceous earth and concentrated to give a crude product which is purified by flash chromatography (hexane/ethyl acetate) to afford 2-(2,6-dimethylphenyl)-4-(tetrahydropyran-4-ylmethyl)cyclop... Reactants: C1CCOC1, O=Cc1cc(F)cc(F)c1, CC(=O)c1cnc2sc3c(n12)CCCCC3. The product is O=C(C=Cc1cc(F)cc(F)c1)c1cnc2sc3c(n12)CCCCC3. RXN SMILES: [CH2:27]1[O:28][CH2:29][CH2:30][CH2:31]1.[F:17][c:18]1[cH:19][c:20]([CH:21]=[O:22])[cH:23][c:24]([F:26])[cH:25]1.[n:1]1[cH:2][c:3]([C:14]([CH3:15])=[O:16])[n:4]2[c:5]1[s:6][c:7]1[c:8]2[CH2:9][CH2:10][CH2:11][CH2:12][CH2:13]1>>[n:1]1[cH:2][c:3]([C:14]([CH:15]=[CH:21][c:20]2[cH:19][c:18]([F:17])[cH:25][c:24]([F:26])[cH:23]2)=[O:16])[n:4]2[c:5]1[s:6][c:7]1[c:8]2[CH2:9][CH2:10][CH2:11][CH2:12][CH2:13]1. Starting materials: [K] (potassium), CC(C)N1S(NC2=C(C1=O)C=CC=C2)(=O)=O (3-(1-methylethyl)-1H-2,1,3-benzothiadiazin- -4 (3H)-one-2,2-dioxide), C(CCCCCCCCCCC)(=O)Cl (lauroyl chloride). Run at time 48 hour. Yields the product CC(C)N1S(N(C2=C(C1=O)C=CC=C2)C(CCCCCCCCCCC)=O)(=O)=O (3-(1-Methylethyl)-1-(1-oxododecanyl)-1H-2,1,3-benzothiadiazin- 4 (3H)-one-2,2-dioxide). RXN SMILES: [K].[CH3:2][CH:3]([N:5]1[C:10](=[O:11])[C:9]2[CH:12]=[CH:13][CH:14]=[CH:15][C:8]=2[NH:7][S:6]1(=[O:17])=[O:16])[CH3:4].[C:18](Cl)(=[O:30])[CH2:19][CH2:20][CH2:21][CH2:22][CH2:23][CH2:24][CH2:25][CH2:26][CH2:27][CH2:28][CH3:29]>>[CH3:4][CH:3]([N:5]1[C:10](=[O:11])[C:9]2[CH:12]=[CH:13][CH:14]=[CH:15][C:8]=2[N:7]([C:18](=[O:30])[CH2:19][CH2:20][CH2:21][CH2:22][CH2:23][CH2:24][CH2:25][CH2:26][CH2:27][CH2:28][CH3:29])[S:6]1(=[O:17])=[O:16])[CH3:2] |^1:0|. Reported procedure: Following the above procedure 10.0 g of the potassium salt of 3-(1-methylethyl)-1H-2,1,3-benzothiadiazin- -4 (3H)-one-2,2-dioxide was caused to react with 8.9 ml of lauroyl chloride at ca 25° C. After 48 hours, the mixture was filtered and the solvent removed from the filtrate in vacuo to afford 14.1 g of crude product. This was washed with two 50 ml-portions of methanol to afford upon air drying 3-(1-methylethyl)-1-(1-oxododecanyl)-1H-2,1,3-benzothiadiazin-4 (3H)-one-2,2-dioxide, m.p. 57.5°-58.... The product is OC1=C(N(S(C2=C1SC1=C2C=CC=C1)(=O)=O)C)C(=O)NC=1SC(=CN1)C (4-Hydroxy-2-methyl-N-(5-methyl-2-thiazolyl)-2H-[1]benzothieno[2,3-e]-1,2-thiazine-3-carboxamide-1,1-dioxide). The reactants are OC1=C(N(S(C2=C1SC1=C2C=CC=C1)(=O)=O)C)C(=O)OC (methyl 4-hydroxy-2-methyl-2H-[1]benzothieno[2,3-e]-1,2-thiazine-3-carboxylate-1,1-dioxide), CC1=CN=C(S1)N (5-methyl-2-thiazolamine). The yield is 46.0%. Reaction SMILES: [OH:1][C:2]1[C:7]2[S:8][C:9]3[CH:14]=[CH:13][CH:12]=[CH:11][C:10]=3[C:6]=2[S:5](=[O:16])(=[O:15])[N:4]([CH3:17])[C:3]=1[C:18]([O:20]C)=O.[CH3:22][C:23]1[S:27][C:26]([NH2:28])=[N:25][CH:24]=1>>[OH:1][C:2]1[C:7]2[S:8][C:9]3[CH:14]=[CH:13][CH:12]=[CH:11][C:10]=3[C:6]=2[S:5](=[O:16])(=[O:15])[N:4]([CH3:17])[C:3]=1[C:18]([NH:28][C:26]1[S:27][C:23]([CH3:22])=[CH:24][N:25]=1)=[O:20]. Reported procedure: Prepared analogous to Example 1 from methyl 4-hydroxy-2-methyl-2H-[1]benzothieno[2,3-e]-1,2-thiazine-3-carboxylate-1,1-dioxide and 5-methyl-2-thiazolamine with a yield of 46% of theory. Starting materials: CC(=O)O, [H][H], O=C(NCCCn1ccnc1)c1ccccc1NS(=O)(=O)c1ccc([N+](=O)[O-])cc1. The product is Nc1ccc(S(=O)(=O)Nc2ccccc2C(=O)NCCCn2ccnc2)cc1. RXN SMILES: [CH3:33][C:34](=[O:35])[OH:36].[H:31][H:32].[N+:1]([O-:2])(=[O:3])[c:4]1[cH:5][cH:6][c:7]([S:10](=[O:11])(=[O:12])[NH:13][c:14]2[c:15]([C:16](=[O:17])[NH:18][CH2:19][CH2:20][CH2:21][n:22]3[cH:23][n:24][cH:25][cH:26]3)[cH:27][cH:28][cH:29][cH:30]2)[cH:8][cH:9]1>>[NH2:1][c:4]1[cH:5][cH:6][c:7]([S:10](=[O:11])(=[O:12])[NH:13][c:14]2[c:15]([C:16](=[O:17])[NH:18][CH2:19][CH2:20][CH2:21][n:22]3[cH:23][n:24][cH:25][cH:26]3)[cH:27][cH:28][cH:29][cH:30]2)[cH:8][cH:9]1. Reactants: C(C)(C)(C)OC(=O)NC1CCC(CC1)NC1=C2C(=CN=CC2=CC=C1)SC (N-(tert-butoxycarbonyl)-N′-(4-methylthio-5-isoquinolyl)-1,4-cyclohexanediamine), Cl.CO (hydrogen chloride methanol). Yields the product Cl.CSC1=CN=CC2=CC=CC(=C12)NC1CCC(CC1)N (N-(4-methylthio-5-isoquinolyl)-1,4-cyclohexanediamine hydrochloride). As a reaction SMILES: C(OC([NH:8][CH:9]1[CH2:14][CH2:13][CH:12]([NH:15][C:16]2[CH:25]=[CH:24][CH:23]=[C:22]3[C:17]=2[C:18]([S:26][CH3:27])=[CH:19][N:20]=[CH:21]3)[CH2:11][CH2:10]1)=O)(C)(C)C.[ClH:28].CO>>[ClH:28].[CH3:27][S:26][C:18]1[C:17]2[C:22](=[CH:23][CH:24]=[CH:25][C:16]=2[NH:15][CH:12]2[CH2:13][CH2:14][CH:9]([NH2:8])[CH2:10][CH2:11]2)[CH:21]=[N:20][CH:19]=1 |f:1.2,3.4|. Reported procedure: According to the method of Example 1, Step C, deprotection was performed (50° C., 2 hours) by using Intermediate 78 (341 mg) and 10% hydrogen chloride/methanol solution (5 ml). The reaction mixture was cooled to room temperature, and then the solvent was evaporated under reduced pressure. The residue was added with methanol (2 ml) and diethyl ether (6 ml). The deposited precipitates were collected by filtration and washed with diethyl ether to obtain the title compound (279 mg).